Dataset: the Open Reaction Database (ORD), a public repository of structured organic reaction records. Task: describe an organic reaction: reactants, conditions, products, and yield Starting materials: FC1=CC2=C(C(=NO2)C2CCNCC2)C=C1 (6-fluoro-3-(4-piperidinyl)-1,2-benzisoxazole), C(=O)([O-])[O-].[K+].[K+] (K2CO3), BrCCCOC1=C(C=C(C=C1)CC(CCC)=O)OC (1-[4-(3-bromopropoxy)-3-methoxyphenyl]pentanone). The solvent is C(C)#N (acetonitrile). Yields the product FC1=CC2=C(C(=NO2)C2CCN(CC2)CCCOC2=C(C=C(C=C2)CC(CCC)=O)OC)C=C1 (1-[4-[3-[4-(6-fluoro-1,2-benzisoxazol-3-yl )-1-piperidinyl]propoxy]-3-methoxyphenyl]-pentanone). Isolated yield 68.7%. Reaction SMILES: [F:1][C:2]1[CH:16]=[CH:15][C:5]2[C:6]([CH:9]3[CH2:14][CH2:13][NH:12][CH2:11][CH2:10]3)=[N:7][O:8][C:4]=2[CH:3]=1.C([O-])([O-])=O.[K+].[K+].Br[CH2:24][CH2:25][CH2:26][O:27][C:28]1[CH:33]=[CH:32][C:31]([CH2:34][C:35](=[O:39])[CH2:36][CH2:37][CH3:38])=[CH:30][C:29]=1[O:40][CH3:41]>C(#N)C>[F:1][C:2]1[CH:16]=[CH:15][C:5]2[C:6]([CH:9]3[CH2:10][CH2:11][N:12]([CH2:24][CH2:25][CH2:26][O:27][C:28]4[CH:33]=[CH:32][C:31]([CH2:34][C:35](=[O:39])[CH2:36][CH2:37][CH3:38])=[CH:30][C:29]=4[O:40][CH3:41])[CH2:13][CH2:14]3)=[N:7][O:8][C:4]=2[CH:3]=1 |f:1.2.3|. Procedure details: A mixture of 6-fluoro-3-(4-piperidinyl)-1,2-benzisoxazole (2.2 g, 10 mmol), K2CO3 (3 g), 1-[4-(3-bromopropoxy)-3-methoxyphenyl]pentanone (3.7 g, 11.3 mmol) in acetonitrile (140 ml) was heated at reflux for 4 hours. At the end of the reaction, the mixture was cooled and filtered. The flitrate was concentrated to an oil. Purification was performed by flash chromatography over a silica gel column (SiO2, 55 g; eluted with 1% methanol in dichloromethane, 600 ml; 3% methanol: 97% dichloromethane, 400 ...